From a dataset of the Open Reaction Database (ORD), a public repository of structured organic reaction records. describe an organic reaction: reactants, conditions, products, and yield The reactants are ClC=1C=NC2=CC=C(N=C2C1C(C(=O)OC)C(=O)OC)OC (dimethyl [3-chloro-6-(methyloxy)-1,5-naphthyridin-4-yl]propanedioate), [Cl-].[Li+] (lithium chloride), O (water), C(C)(=O)OCC (ethyl acetate), O (water). Solvent: CS(=O)C (dimethylsulfoxide). Run at temperature 100 celsius. Yields the product ClC=1C=NC2=CC=C(N=C2C1CC(=O)OC)OC (Methyl [3-chloro-6-(methyloxy)-1,5-naphthyridin-4-yl]acetate). The yield is 93.2%. Reaction SMILES: [Cl:1][C:2]1[CH:3]=[N:4][C:5]2[C:10]([C:11]=1[CH:12](C(OC)=O)[C:13]([O:15][CH3:16])=[O:14])=[N:9][C:8]([O:21][CH3:22])=[CH:7][CH:6]=2.[Cl-].[Li+].O.C(OCC)(=O)C>CS(C)=O>[Cl:1][C:2]1[CH:3]=[N:4][C:5]2[C:10]([C:11]=1[CH2:12][C:13]([O:15][CH3:16])=[O:14])=[N:9][C:8]([O:21][CH3:22])=[CH:7][CH:6]=2 |f:1.2|. Reported procedure: To a solution of dimethyl [3-chloro-6-(methyloxy)-1,5-naphthyridin-4-yl]propanedioate (56 g, 173 mmol) in dimethylsulfoxide (1210 ml) was added lithium chloride (14.9 g, 350 mmol) and water (3.2 ml, 180 mmol). The mixture was heated to 100° C. for 16 hours then cooled and treated with ethyl acetate and water. The organic phase was washed twice with water, the aqueous extracted with ethyl acetate and this water-washed. The combined organic phases were dried and the solvent was removed under reduc...